From a dataset of the Open Reaction Database (ORD), a public repository of structured organic reaction records. describe an organic reaction: reactants, conditions, products, and yield Starting materials: [Cl-], [Na+], O, O=C(O)c1cc(O)nc2ccccc12, O=P(Br)(Br)Br. Yields the product O=C(O)c1cc(Br)nc2ccccc12. Reaction SMILES: [Cl-:21].[Na+:20].[OH2:22].[OH:6][c:7]1[n:8][c:9]2[cH:10][cH:11][cH:12][cH:13][c:14]2[c:15]([C:17](=[O:18])[OH:19])[cH:16]1.[P:1]([Br:2])([Br:3])([Br:4])=[O:5]>>[Br:3][c:7]1[n:8][c:9]2[cH:10][cH:11][cH:12][cH:13][c:14]2[c:15]([C:17](=[O:18])[OH:19])[cH:16]1. The reactants are O.O.[Cr](=O)(=O)([O-])O[Cr](=O)(=O)[O-].[Na+].[Na+] (sodium dichromate-dihydrate), CNC1=NC(=NC=C1CO)SC (4-Methylamino-2-methylsulfanyl-5-pyrimidine-methanol), O.O.[Cr](=O)(=O)([O-])O[Cr](=O)(=O)[O-].[Na+].[Na+] (sodium dichromate-dihydrate). The solvent is C(C)(=O)O (acetic acid), C(C)(=O)O (acetic acid), C(C)(=O)O (acetic acid). Reaction conditions: time 2 hour. Yields the product CNC1=NC(=NC=C1C=O)SC (4-methylamino-2-methylsulfanyl-5-pyrimidinecarboxaldehyde). The yield is 30.2%. Reaction SMILES: [CH3:1][NH:2][C:3]1[C:8]([CH2:9][OH:10])=[CH:7][N:6]=[C:5]([S:11][CH3:12])[N:4]=1.O.O.[Cr](O[Cr]([O-])(=O)=O)([O-])(=O)=O.[Na+].[Na+]>C(O)(=O)C>[CH3:1][NH:2][C:3]1[C:8]([CH:9]=[O:10])=[CH:7][N:6]=[C:5]([S:11][CH3:12])[N:4]=1 |f:1.2.3.4.5|. Procedure details: 4-Methylamino-2-methylsulfanyl-5-pyrimidine-methanol (2.40 g, 13.0 mmol) in 7 mL of acetic acid was added to a solution of sodium dichromate-dihydrate (1.30 g, 4.4 mmol) in 6 mL of acetic acid. After 2 hours at room temperature, additional sodium dichromate-dihydrate (0.3 g, 1.0 mmol) in 1 mL of acetic acid was added. After a total reaction time of 3.5 hours, the bright yellow solid was removed by filtration. Water (30 mL) was added to the filtrate, followed by aqueous ammonium hydroxide until b... Starting materials: CN1N=C(C(=C1)C(F)(F)F)C(=O)O (1-methyl-4-(trifluoromethyl)-1H-pyrazole-3-carboxylic acid), NC=1C=C(OC=2C=CC=3N(C2)N=C(N3)NC(=O)C3CC3)C=CC1 (N-[6-(3-aminophenoxy)[1,2,4]triazolo[1,5-a]pyridin-2-yl]cyclopropanecarboxamide), O1CCCC1 (tetrahydrofuran), C(C(=O)Cl)(=O)Cl (oxalyl chloride). The reagents and catalysts are CN(C=O)C (N,N-dimethylformamide). Solvent: CN(C(C)=O)C (N,N-dimethylacetamide). Yields the product C1(CC1)C(=O)NC1=NN2C(C=CC(=C2)OC=2C=C(C=CC2)NC(=O)C2=NN(C=C2C(F)(F)F)C)=N1 (N-[3-({2-[(cyclopropylcarbonyl)amino][1,2,4]triazolo[1,5-a]pyridin-6-yl}oxy)phenyl]-1-methyl-4-(trifluoromethyl)-1H-pyrazole-3-carboxamide). Yield: 47.8%. Reaction SMILES: [CH3:1][N:2]1[CH:6]=[C:5]([C:7]([F:10])([F:9])[F:8])[C:4]([C:11]([OH:13])=O)=[N:3]1.O1CCCC1.C(Cl)(=O)C(Cl)=O.[NH2:25][C:26]1[CH:27]=[C:28]([CH:45]=[CH:46][CH:47]=1)[O:29][C:30]1[CH:31]=[CH:32][C:33]2[N:34]([N:36]=[C:37]([NH:39][C:40]([CH:42]3[CH2:44][CH2:43]3)=[O:41])[N:38]=2)[CH:35]=1>CN(C)C=O.CN(C)C(=O)C>[CH:42]1([C:40]([NH:39][C:37]2[N:38]=[C:33]3[CH:32]=[CH:31][C:30]([O:29][C:28]4[CH:27]=[C:26]([NH:25][C:11]([C:4]5[C:5]([C:7]([F:10])([F:9])[F:8])=[CH:6][N:2]([CH3:1])[N:3]=5)=[O:13])[CH:47]=[CH:46][CH:45]=4)=[CH:35][N:34]3[N:36]=2)=[O:41])[CH2:43][CH2:44]1. Reported procedure: In the same manner as in Example 18-4 and using 1-methyl-4-(trifluoromethyl)-1H-pyrazole-3-carboxylic acid (194 mg, 1.00 mmol), tetrahydrofuran (7 mL), oxalyl chloride (95.6 μL, 1.10 mmol), N-[6-(3-aminophenoxy)[1,2,4]triazolo[1,5-a]pyridin-2-yl]cyclopropanecarboxamide (281 mg, 0.910 mmol), N,N-dimethylformamide (1 drop) and N,N-dimethylacetamide (5 mL) as starting materials, the title compound (211 mg, 48%) was obtained as a white solid. The reactants are Cl.C1(=CC=C(C=C1)NN)C (Paratolylhydrazine hydrochloride), O=C(CSC1CCN(CC1)CC1=CC=CC=C1)C (4-[(2-oxopropyl)thio]-1-(phenylmethyl)piperidine), Cl (hydrogen chloride). Solvent: C(C)(C)O (isopropanol). Conditions: time 30 minute. The product is Cl.CC=1NC2=CC=C(C=C2C1SC1CCN(CC1)CC1=CC=CC=C1)C (2,5-Dimethyl-3-[[1-(phenylmethyl)piperidin-4-yl]thio]-1H-indole hydrochloride). Reaction SMILES: [ClH:1].[C:2]1([CH3:10])[CH:7]=[CH:6][C:5]([NH:8]N)=[CH:4][CH:3]=1.O=[C:12]([CH3:28])[CH2:13][S:14][CH:15]1[CH2:20][CH2:19][N:18]([CH2:21][C:22]2[CH:27]=[CH:26][CH:25]=[CH:24][CH:23]=2)[CH2:17][CH2:16]1.Cl>C(O)(C)C>[ClH:1].[CH3:28][C:12]1[NH:8][C:5]2[C:6]([C:13]=1[S:14][CH:15]1[CH2:16][CH2:17][N:18]([CH2:21][C:22]3[CH:23]=[CH:24][CH:25]=[CH:26][CH:27]=3)[CH2:19][CH2:20]1)=[CH:7][C:2]([CH3:10])=[CH:3][CH:4]=2 |f:0.1,5.6|. Procedure: Paratolylhydrazine hydrochloride (20 g) is added to a solution of 4-[(2-oxopropyl)thio]-1-(phenylmethyl)piperidine (33.2 g, prepared in Example 9) in isopropanol (150 ml) under nitrogen. After 30 minutes, the solution is cooled to 0° C. and saturated with gaseous hydrogen chloride. After 4 hours at room temperature, the precipitate formed is filtered off, washed with water and then taken up in hot ethanol. After cooling, the white crystals of 2,5-dimethyl-3-[[1-(phenylmethyl)piperidin-4-yl]thio]... Reactants: CSC(N)=N (S-methylisothiourea), ClC1=C(C(=CC=C1)Cl)C(C(=O)Br)Br (2-(2,6-dichlorophenyl)-2-bromo-acetyl bromide). The solvent is CC(=O)C (acetone), CC(=O)C (acetone). Run at temperature 10 celsius, time 30 minute. Product: CSC(NC(C(Br)C1=C(C=CC=C1Cl)Cl)=O)=N (S-methyl-N-[2-(2,6-dichlorophenyl)-2-bromo acetyl] isothiourea). RXN SMILES: [CH3:1][S:2][C:3](=[NH:5])[NH2:4].[Cl:6][C:7]1[CH:12]=[CH:11][CH:10]=[C:9]([Cl:13])[C:8]=1[CH:14]([Br:18])[C:15](Br)=[O:16]>CC(C)=O>[CH3:1][S:2][C:3](=[NH:4])[NH:5][C:15](=[O:16])[CH:14]([C:8]1[C:9]([Cl:13])=[CH:10][CH:11]=[CH:12][C:7]=1[Cl:6])[Br:18]. Procedure details: To 7 g S-methylisothiourea in 50 ml of acetone at 10 degrees C., there are added in drops 12 g of 2-(2,6-dichlorophenyl)-2-bromo-acetyl bromide in 30 ml acetone. The mixture is stirred for 30 minutes at 10 degrees C., and the precipitate is suction-filtered. After concentration of the mother liquor, a second fraction of S-methyl-N-[2-(2,6-dichlorophenyl)-2-bromo acetyl] isothiourea is obtained. The decomposition point is 177 degrees. The reactants are OC=1C=C(C=CC1)NC(=O)N(C)C (1-(3-hydroxyphenyl)-3,3-dimethylurea), CN(C=O)C (N,N-dimethylformamide), [H-].[Na+] (sodium hydride), CC1(OC2=C(CC1)C=C(C=C2)CCC=2C=C(C=CC2S(=O)(=O)[O-])C)C (3-[(3,4-dihydro-2,2-dimethyl-2H-1-benzopyran-6-yl)ethyl]-p-toluene sulfonate). The solvent is O (water). Reaction conditions: time 15 minute. Yields the product CC1(OC2=C(CC1)C=C(C=C2)CCOC=2C=C(C=CC2)NC(=O)N(C)C)C (1-{3-[(3,4-dihydro-2,2-dimethyl-2H-1-benzopyran-6-yl)ethyloxy]phenyl}-3,3-dimethylurea). The yield is 65.2%. Reaction SMILES: [OH:1][C:2]1[CH:3]=[C:4]([NH:8][C:9]([N:11]([CH3:13])[CH3:12])=[O:10])[CH:5]=[CH:6][CH:7]=1.CN(C)C=O.[H-].[Na+].[CH3:21][C:22]1([CH3:45])[CH2:27][CH2:26][C:25]2[CH:28]=[C:29]([CH2:32][CH2:33]C3C=C(C)C=CC=3S([O-])(=O)=O)[CH:30]=[CH:31][C:24]=2[O:23]1>O>[CH3:21][C:22]1([CH3:45])[CH2:27][CH2:26][C:25]2[CH:28]=[C:29]([CH2:32][CH2:33][O:1][C:2]3[CH:3]=[C:4]([NH:8][C:9]([N:11]([CH3:13])[CH3:12])=[O:10])[CH:5]=[CH:6][CH:7]=3)[CH:30]=[CH:31][C:24]=2[O:23]1 |f:2.3|. Reported procedure: 1.8 g of 1-(3-hydroxyphenyl)-3,3-dimethylurea was dissolved into 20 ml of dried N,N-dimethylformamide, and 0.4 g of 60% sodium hydride was added thereto. After the mixture was stirred for 15 minutes, 3.6 g of 3-[(3,4-dihydro-2,2-dimethyl-2H-1-benzopyran-6-yl)ethyl]-p-toluene sulfonate was added dropwise thereto under cooling with ice. After the mixture was stirred at room temperature for 5 hours, it was poured into iced water and extracted with ethyl acetate. After the organic layer was washed w...